From a dataset of the Open Reaction Database (ORD), a public repository of structured organic reaction records. describe an organic reaction: reactants, conditions, products, and yield Reactants: C(CCC)C1=NC2=C(N1CC1=CC=C(C=C1)C1=C(C=CC=C1)C#N)C(=CC=C2)CCl (2-butyl-1-[(2'-cyanobiphenyl-4-yl)methyl]-7-chloromethylbenzimidazole), [C-]#N.[Na+] (sodium cyanide), O (water). Run in CN(C)C=O (DMF). Conditions: time 22 hour. Yields the product C(CCC)C1=NC2=C(N1CC1=CC=C(C=C1)C1=C(C=CC=C1)C#N)C(=CC=C2)CC#N (2-Butyl-1-[(2'-cyanobiphenyl-4-yl)methyl]-7-cyanomethylbenzimidazole). RXN SMILES: [CH2:1]([C:5]1[N:9]([CH2:10][C:11]2[CH:16]=[CH:15][C:14]([C:17]3[CH:22]=[CH:21][CH:20]=[CH:19][C:18]=3[C:23]#[N:24])=[CH:13][CH:12]=2)[C:8]2[C:25]([CH2:29]Cl)=[CH:26][CH:27]=[CH:28][C:7]=2[N:6]=1)[CH2:2][CH2:3][CH3:4].[C-:31]#[N:32].[Na+].O>CN(C=O)C>[CH2:1]([C:5]1[N:9]([CH2:10][C:11]2[CH:16]=[CH:15][C:14]([C:17]3[CH:22]=[CH:21][CH:20]=[CH:19][C:18]=3[C:23]#[N:24])=[CH:13][CH:12]=2)[C:8]2[C:25]([CH2:29][C:31]#[N:32])=[CH:26][CH:27]=[CH:28][C:7]=2[N:6]=1)[CH2:2][CH2:3][CH3:4] |f:1.2|. Procedure: A mixture of 2-butyl-1-[(2'-cyanobiphenyl-4-yl)methyl]-7-chloromethylbenzimidazole (0.83 g) and sodium cyanide (0.12 g) in DMF (10 ml) was stirred for 22 hours at room temperature. To the reaction mixture was added water and this mixture was extracted with ethyl acetate. The organic layer was washed with water and dried. The solvent was distilled off, and the residue was crystallized from ethyl acetate to givecolorless prisms (0.76 g, 94%), m.p. 180°-181° C.